From a dataset of the Open Reaction Database (ORD), a public repository of structured organic reaction records. describe an organic reaction: reactants, conditions, products, and yield Starting materials: C(CCCCC)C1=CC=C(C=C1)C=1C(=NN(C1OCOC)C(CC1=CC=C(C=C1)C)(C)C)C(=O)OCC (Ethyl 4-(4-hexylphenyl)-5-(methoxymethoxy)-1-(2-methyl-1-(p-tolyl)propan-2-yl)-1H-pyrazole-3-carboxylate), [OH-].[Na+] (sodium hydroxide). The solvent is O1CCCC1 (tetrahydrofuran), CO (methanol), C(Cl)Cl (methylene chloride). Reaction conditions: time 20 hour. The product is C(CCCCC)C1=CC=C(C=C1)C=1C(=NN(C1OCOC)C(CC1=CC=C(C=C1)C)(C)C)C(=O)O (4-(4-hexylphenyl)-5-(methoxymethoxy)-1-(2-methyl-1-(p-tolyl)propan-2-yl)-1H-pyrazole-3-carboxylic acid). As a reaction SMILES: [CH2:1]([C:7]1[CH:12]=[CH:11][C:10]([C:13]2[C:14]([C:33]([O:35]CC)=[O:34])=[N:15][N:16]([C:22]([CH3:32])([CH3:31])[CH2:23][C:24]3[CH:29]=[CH:28][C:27]([CH3:30])=[CH:26][CH:25]=3)[C:17]=2[O:18][CH2:19][O:20][CH3:21])=[CH:9][CH:8]=1)[CH2:2][CH2:3][CH2:4][CH2:5][CH3:6].[OH-].[Na+]>O1CCCC1.CO.C(Cl)Cl>[CH2:1]([C:7]1[CH:8]=[CH:9][C:10]([C:13]2[C:14]([C:33]([OH:35])=[O:34])=[N:15][N:16]([C:22]([CH3:31])([CH3:32])[CH2:23][C:24]3[CH:25]=[CH:26][C:27]([CH3:30])=[CH:28][CH:29]=3)[C:17]=2[O:18][CH2:19][O:20][CH3:21])=[CH:11][CH:12]=1)[CH2:2][CH2:3][CH2:4][CH2:5][CH3:6] |f:1.2|. Procedure details: Ethyl 4-(4-hexylphenyl)-5-(methoxymethoxy)-1-(2-methyl-1-(p-tolyl)propan-2-yl)-1H-pyrazole-3-carboxylate (138 mg) was dissolved in 2 mL of tetrahydrofuran and 0.7 mL of methanol, mixed with 0.27 mL (1.4 mmol) of 5 M aqueous sodium hydroxide and stirred at room temperature for 20 hours. After completion of the reaction, the reaction mixture was diluted with methylene chloride and washed with saturated aqueous ammonium chloride. The organic layer was dried over anhydrous sodium sulfate and filtere... Starting materials: Cl (HCl), N(=O)[O-].[Na+] (NaNO2), NC1=CC(NC(N1CC)=O)=O (6-amino-1-ethyl-2,4-(1H,3H)-pyrimidinedione). Run in O (water), O (water). The product is NC1=C(C(NC(N1CC)=O)=O)N=O (6-amino-1-ethyl-5-nitroso-2,4-(1H,3H)-pyrimidinedione). As a reaction SMILES: [NH2:1][C:2]1[N:7]([CH2:8][CH3:9])[C:6](=[O:10])[NH:5][C:4](=[O:11])[CH:3]=1.Cl.[N:13]([O-])=[O:14].[Na+]>O>[NH2:1][C:2]1[N:7]([CH2:8][CH3:9])[C:6](=[O:10])[NH:5][C:4](=[O:11])[C:3]=1[N:13]=[O:14] |f:2.3|. Reported procedure: To 100 g (0.65 mol) of 6-amino-1-ethyl-2,4-(1H,3H)-pyrimidinedione (II), dissolved in 1 liter hot water, was added 145 ml of 5 N HCl and 50 g of NaNO2 (0.72 mol) which was dissolved in water. After cooling the red crystals were filtered off and washed with water. Yield 97.7 g (83%) (III) NMR. The reactants are CC(C)(C)OC(=O)CCc1ccc(CC(=O)OCc2ccccc2)cc1, CCOC(C)=O, O=CO, O. Product: O=C(O)CCc1ccc(CC(=O)OCc2ccccc2)cc1. As a reaction SMILES: [CH2:1]([c:2]1[cH:3][cH:4][cH:5][cH:6][cH:7]1)[O:8][C:9]([CH2:10][c:11]1[cH:12][cH:13][c:14]([CH2:17][CH2:18][C:19](=[O:20])[O:21][C:22]([CH3:23])([CH3:24])[CH3:25])[cH:15][cH:16]1)=[O:26].[CH3:27][CH2:28][O:29][C:30](=[O:31])[CH3:32].[CH:34]([OH:35])=[O:36].[OH2:33]>>[CH2:1]([c:2]1[cH:3][cH:4][cH:5][cH:6][cH:7]1)[O:8][C:9]([CH2:10][c:11]1[cH:12][cH:13][c:14]([CH2:17][CH2:18][C:19](=[O:20])[OH:21])[cH:15][cH:16]1)=[O:26]. Reactants: CC(C)(C)OC(=O)CN(c1ccc(I)cc1OCc1ccccc1)S(=O)(=O)NC(=O)OC(C)(C)C, C[Si](C)(C)CCO, Cc1ccccc1, CC(C)OC(=O)N=NC(=O)OC(C)C, c1ccc(P(c2ccccc2)c2ccccc2)cc1. Yields the product CC(C)(C)OC(=O)CN(c1ccc(I)cc1OCc1ccccc1)S(=O)(=O)N(CC[Si](C)(C)C)C(=O)OC(C)(C)C. Reaction SMILES: [C:1]([CH3:2])([CH3:3])([CH3:4])[O:5][C:6]([CH2:7][N:8]([c:9]1[c:10]([O:16][CH2:17][c:18]2[cH:19][cH:20][cH:21][cH:22][cH:23]2)[cH:11][c:12]([I:15])[cH:13][cH:14]1)[S:24]([NH:25][C:26](=[O:27])[O:28][C:29]([CH3:30])([CH3:31])[CH3:32])(=[O:33])=[O:34])=[O:35].[CH3:55][Si:56]([CH2:57][CH2:58][OH:59])([CH3:60])[CH3:61].[CH3:76][c:77]1[cH:78][cH:79][cH:80][cH:81][cH:82]1.[O:62]=[C:63]([O:64][CH:65]([CH3:66])[CH3:67])[N:68]=[N:69][C:70]([O:71][CH:72]([CH3:73])[CH3:74])=[O:75].[c:36]1([P:37]([c:38]2[cH:39][cH:40][cH:41][cH:42][cH:43]2)[c:44]2[cH:45][cH:46][cH:47][cH:48][cH:49]2)[cH:50][cH:51][cH:52][cH:53][cH:54]1>>[C:1]([CH3:2])([CH3:3])([CH3:4])[O:5][C:6]([CH2:7][N:8]([c:9]1[c:10]([O:16][CH2:17][c:18]2[cH:19][cH:20][cH:21][cH:22][cH:23]2)[cH:11][c:12]([I:15])[cH:13][cH:14]1)[S:24]([N:25]([C:26](=[O:27])[O:28][C:29]([CH3:30])([CH3:31])[CH3:32])[CH2:58][CH2:57][Si:56]([CH3:55])([CH3:60])[CH3:61])(=[O:33])=[O:34])=[O:35]. Reactants: FC1=C(C#N)C=CC(=C1)O (2-Fluoro-4-hydroxybenzonitrile), ClC=1C=C(CO)C=CC1Cl (3,4-dichlorobenzyl alcohol), C1(=CC=CC=C1)P(C1=CC=CC=C1)C1=CC=CC=C1 (triphenylphosphine), C1(=CC=CC=C1)C.N(=NC(=O)OCC)C(=O)OCC (diethyl azodicarboxylate toluene). Run in O1CCCC1 (tetrahydrofuran). Conditions: temperature 50 celsius, time 5 hour. The product is ClC=1C=C(COC2=CC(=C(C#N)C=C2)F)C=CC1Cl (4-[(3,4-Dichlorobenzyl)oxy]-2-fluorobenzo nitrile). Yield: 89.5%. As a reaction SMILES: [F:1][C:2]1[CH:9]=[C:8]([OH:10])[CH:7]=[CH:6][C:3]=1[C:4]#[N:5].[Cl:11][C:12]1[CH:13]=[C:14]([CH:17]=[CH:18][C:19]=1[Cl:20])[CH2:15]O.C1(P(C2C=CC=CC=2)C2C=CC=CC=2)C=CC=CC=1.C1(C)C=CC=CC=1.N(C(OCC)=O)=NC(OCC)=O>O1CCCC1>[Cl:11][C:12]1[CH:13]=[C:14]([CH:17]=[CH:18][C:19]=1[Cl:20])[CH2:15][O:10][C:8]1[CH:7]=[CH:6][C:3]([C:4]#[N:5])=[C:2]([F:1])[CH:9]=1 |f:3.4|. Procedure details: 2-Fluoro-4-hydroxybenzonitrile (350 mg, 2.55 mmol) and 3,4-dichlorobenzyl alcohol (542 mg, 3.06 mmol) were dissolved in tetrahydrofuran (7.0 mL), and triphenylphosphine (803 mg, 3.06 mmol) and a 40% diethyl azodicarboxylate toluene solution (1.40 mL, 3.06 mmol) were added thereto at room temperature, and then, the resulting mixture was stirred under a nitrogen atmosphere at 50° C. for 5 hours. After the reaction solution was cooled to room temperature, the solvent was distilled off under reduced... The reactants are C(C)OCCOC1=CC(=C(C(=C1)C)C1=CC(=CC=C1)CNC1=CC(=C(C=C1)CCC(=O)OCC)F)C (ethyl 3-[4-({[4′-(2-ethoxyethoxy)-2′,6′-dimethylbiphenyl-3-yl]methyl}amino)-2-fluorophenyl]propanoate), C(CC(O)(C(=O)O)CC(=O)O)(=O)O (citric acid), [OH-].[Na+] (sodium hydroxide), O (Water). The solvent is C(C)O (ethanol), O1CCCC1 (tetrahydrofuran). Reaction conditions: time 16 hour. Product: C(C)OCCOC1=CC(=C(C(=C1)C)C1=CC(=CC=C1)CNC1=CC(=C(C=C1)CCC(=O)O)F)C (3-[4-({[4′-(2-ethoxyethoxy)-2′,6′-dimethylbiphenyl-3-yl]methyl}amino)-2-fluorophenyl]propanoic acid). Isolated yield 99.5%. Reaction SMILES: [CH2:1]([O:3][CH2:4][CH2:5][O:6][C:7]1[CH:12]=[C:11]([CH3:13])[C:10]([C:14]2[CH:19]=[CH:18][CH:17]=[C:16]([CH2:20][NH:21][C:22]3[CH:27]=[CH:26][C:25]([CH2:28][CH2:29][C:30]([O:32]CC)=[O:31])=[C:24]([F:35])[CH:23]=3)[CH:15]=2)=[C:9]([CH3:36])[CH:8]=1)[CH3:2].[OH-].[Na+].O.C(O)(=O)CC(CC(O)=O)(C(O)=O)O>C(O)C.O1CCCC1>[CH2:1]([O:3][CH2:4][CH2:5][O:6][C:7]1[CH:12]=[C:11]([CH3:13])[C:10]([C:14]2[CH:19]=[CH:18][CH:17]=[C:16]([CH2:20][NH:21][C:22]3[CH:27]=[CH:26][C:25]([CH2:28][CH2:29][C:30]([OH:32])=[O:31])=[C:24]([F:35])[CH:23]=3)[CH:15]=2)=[C:9]([CH3:36])[CH:8]=1)[CH3:2] |f:1.2|. Procedure details: To a solution of ethyl 3-[4-({[4′-(2-ethoxyethoxy)-2′,6′-dimethylbiphenyl-3-yl]methyl}amino)-2-fluorophenyl]propanoate (2.88 g, 5.83 mmol) in a mixture of ethanol (90 mL) and tetrahydrofuran (90 mL) was added 2 M aqueous sodium hydroxide solution (30 mL), and the mixture was stirred at room temperature for 16 hr. Water was added to the reaction mixture, and the mixture was weakly acidified with 10% aqueous citric acid solution, and extracted with ethyl acetate. The extract was washed with satura... The reactants are OC(=O)C(F)(F)F.C(C)(C)(C)NC=1N=C2C(=NC1N1CCC(CC1)OC1=C(C=C(C=C1)F)F)CNCC2 (N-(tert-butyl)-3-(4-(2,4-difluorophenoxyl)piperidin-1-yl)-5,6,7,8-tetrahydropyrido[3,4-b]pyrazin-2-amine TFA salt), C(C)(=O)OC(C)=O (acetic anhydride), CCN(C(C)C)C(C)C (DIPEA). Run in C(Cl)Cl (DCM), CN(C)C=O (DMF). Yields the product C(C)(C)(C)NC=1N=C2C(=NC1N1CCC(CC1)OC1=C(C=C(C=C1)F)F)CN(CC2)C(C)=O (1-(2-(tert-butylamino)-3-(4-(2,4-difluorophenoxyl)piperidin-1-yl)-7,8-dihydropyrido[3,4-b]pyrazin-6(5H)-yl)ethanone), C(=O)(C(F)(F)F)O (TFA). Yield: 877.0%. Reaction SMILES: [OH:1][C:2]([C:4]([F:7])([F:6])[F:5])=[O:3].[C:8]([NH:12][C:13]1[N:14]=[C:15]2[CH2:37][CH2:36][NH:35][CH2:34][C:16]2=[N:17][C:18]=1[N:19]1[CH2:24][CH2:23][CH:22]([O:25][C:26]2[CH:31]=[CH:30][C:29]([F:32])=[CH:28][C:27]=2[F:33])[CH2:21][CH2:20]1)([CH3:11])([CH3:10])[CH3:9].C(OC(=O)C)(=O)C.CCN(C(C)C)C(C)C>C(Cl)Cl.CN(C=O)C>[C:8]([NH:12][C:13]1[N:14]=[C:15]2[CH2:37][CH2:36][N:35]([C:2](=[O:1])[CH3:4])[CH2:34][C:16]2=[N:17][C:18]=1[N:19]1[CH2:20][CH2:21][CH:22]([O:25][C:26]2[CH:31]=[CH:30][C:29]([F:32])=[CH:28][C:27]=2[F:33])[CH2:23][CH2:24]1)([CH3:11])([CH3:9])[CH3:10].[C:2]([OH:3])([C:4]([F:7])([F:6])[F:5])=[O:1] |f:0.1|. Procedure: A solution of N-(tert-butyl)-3-(4-(2,4-difluorophenoxyl)piperidin-1-yl)-5,6,7,8-tetrahydropyrido[3,4-b]pyrazin-2-amine TFA salt (16 mg, 0.030 mmol), acetic anhydride (5.7 μL, 0.060 mmol), and DIPEA (15.8 μL, 0.090 mmol) in DCM (151 μL) was stirred at room temperature overnight. The crude reaction mixture was diluted in DMF, filtered through a hydrophilic PTFE 0.45 μm filter (Millipore® Millex-LCR), and purified via HPLC Method A to give the title compound as a TFA salt (15 mg) as a clear oil. 1H...